describe an organic reaction: reactants, conditions, products, and yield From a dataset of the Open Reaction Database (ORD), a public repository of structured organic reaction records. The reactants are OCC1COc2ccccc2C1, O=S(=O)(Cl)Cl, Cc1ccccc1, c1ccncc1. Yields the product Cc1ccc(S(=O)(=O)OCC2COc3ccccc3C2)cc1. As a reaction SMILES: [O:1]1[CH2:2][CH:3]([CH2:11][OH:12])[CH2:4][c:5]2[cH:6][cH:7][cH:8][cH:9][c:10]21.[S:13](=[O:14])(=[O:15])([Cl:16])[Cl:17].[c:18]1([CH3:24])[cH:19][cH:20][cH:21][cH:22][cH:23]1.[cH:25]1[cH:26][cH:27][n:28][cH:29][cH:30]1>>[O:1]1[CH2:2][CH:3]([CH2:11][O:12][S:13](=[O:14])(=[O:15])[c:21]2[cH:20][cH:19][c:18]([CH3:24])[cH:23][cH:22]2)[CH2:4][c:5]2[cH:6][cH:7][cH:8][cH:9][c:10]21. Reactants: C(C=C)OC(N[C@H](CO[Si](C(C)C)(C(C)C)C(C)C)CC1=CC=C(C=C1)OCC=C)=O ([(S)-1-(4-Allyloxy-benzyl)-2-(triisopropyl-silanyloxy)-ethyl]-carbamic acid allyl ester), N1CCOCC1 (morpholine). Reagents/catalysts: C=1C=CC(=CC1)[P](C=2C=CC=CC2)(C=3C=CC=CC3)[Pd]([P](C=4C=CC=CC4)(C=5C=CC=CC5)C=6C=CC=CC6)([P](C=7C=CC=CC7)(C=8C=CC=CC8)C=9C=CC=CC9)[P](C=1C=CC=CC1)(C=1C=CC=CC1)C=1C=CC=CC1 (tetrakis(triphenylphosphine)palladium(0)). Run in C1CCOC1 (THF). Run at temperature 47 celsius, time 10 hour. Yields the product N[C@@H](CC1=CC=C(C=C1)O)CO[Si](C(C)C)(C(C)C)C(C)C (4-[(S)-2-Amino-3-(triisopropyl-silanoxy)-propyl]-phenol). Yield: 89.3%. As a reaction SMILES: C(OC(=O)[NH:6][C@@H:7]([CH2:20][C:21]1[CH:26]=[CH:25][C:24]([O:27]CC=C)=[CH:23][CH:22]=1)[CH2:8][O:9][Si:10]([CH:17]([CH3:19])[CH3:18])([CH:14]([CH3:16])[CH3:15])[CH:11]([CH3:13])[CH3:12])C=C.N1CCOCC1>C1COCC1.C1C=CC([P]([Pd]([P](C2C=CC=CC=2)(C2C=CC=CC=2)C2C=CC=CC=2)([P](C2C=CC=CC=2)(C2C=CC=CC=2)C2C=CC=CC=2)[P](C2C=CC=CC=2)(C2C=CC=CC=2)C2C=CC=CC=2)(C2C=CC=CC=2)C2C=CC=CC=2)=CC=1>[NH2:6][C@H:7]([CH2:8][O:9][Si:10]([CH:17]([CH3:19])[CH3:18])([CH:11]([CH3:13])[CH3:12])[CH:14]([CH3:16])[CH3:15])[CH2:20][C:21]1[CH:26]=[CH:25][C:24]([OH:27])=[CH:23][CH:22]=1 |^1:46,48,67,86|. Reported procedure: To a solution of 21 (6.05 g, 13.5 mmol, 1.0 equiv) in THF (135 mL) at room temperature, was added morpholine (11.8 mL, 135.6 mmol, 10 equiv), then tetrakis(triphenylphosphine)palladium(0) (1.56 g, 1.35 mmol, 0.1 equiv) in the dark. The solution was warmed to 47° C. The reaction was stirred at 47° C. for 10 hours, after which time the solution was cooled to room temperature and the THF was removed under reduced pressure. Purification by flash chromatography (30% EtOAc/hexane→100% EtOAc) afforded ... Starting materials: O=C(O)c1cc(N(CC2CC2)C2CCCCC2)ncn1, ClCCl, Nc1cccc2[nH]ccc12. The product is O=C(Nc1cccc2[nH]ccc12)c1cc(N(CC2CC2)C2CCCCC2)ncn1. As a reaction SMILES: [CH:1]1([N:7]([c:8]2[cH:9][c:10]([C:14](=[O:15])[OH:16])[n:11][cH:12][n:13]2)[CH2:17][CH:18]2[CH2:19][CH2:20]2)[CH2:2][CH2:3][CH2:4][CH2:5][CH2:6]1.[Cl:31][CH2:32][Cl:33].[nH:21]1[cH:22][cH:23][c:24]2[c:25]([NH2:30])[cH:26][cH:27][cH:28][c:29]12>>[CH:1]1([N:7]([c:8]2[cH:9][c:10]([C:14](=[O:16])[NH:30][c:25]3[c:24]4[cH:23][cH:22][nH:21][c:29]4[cH:28][cH:27][cH:26]3)[n:11][cH:12][n:13]2)[CH2:17][CH:18]2[CH2:19][CH2:20]2)[CH2:2][CH2:3][CH2:4][CH2:5][CH2:6]1. Reactants: OCC=1C=C(C(N2CCC3=C(C12)C=C(C=C3)Cl)=O)C3=CC=CC=C3 (6,7-dihydro-1-(hydroxymethyl)-3-phenyl-10-chloro-4H-benzo[a]quinolizine-4-one), ClC(=O)OC1=CC=CC=C1 (phenyl chloroformate), NCC#N (aminoacetonitrile), C([O-])([O-])=O (carbonate). The solvent is O1CCOCC1 (dioxane), N1=CC=CC=C1 (pyridine). Reaction conditions: time 3 hour. The product is ClC=1C=CC2=C(C3=C(C=C(C(N3CC2)=O)C2=CC=CC=C2)CNCC#N)C1 ([[(10-chloro-6,7-dihydro-4-oxo-3-phenyl-4H-benzo[a]quinolizine-1-yl)methyl]amino]acetonitrile), ClC=1C=CC2=C(C3=C(C=C(C(N3CC2)=O)C2=CC=CC=C2)COC(NCC#N)=O)C1 ((10-chloro-6,7-dihydro-4-oxo-3-phenyl-4H-benzo[a]quinolizine-1-yl)methyl-(cyanomethyl)carbamate). As a reaction SMILES: [OH:1][CH2:2][C:3]1[CH:4]=[C:5]([C:19]2[CH:24]=[CH:23][CH:22]=[CH:21][CH:20]=2)[C:6](=[O:18])[N:7]2[C:12]=1[C:11]1[CH:13]=[C:14]([Cl:17])[CH:15]=[CH:16][C:10]=1[CH2:9][CH2:8]2.Cl[C:26](OC1C=CC=CC=1)=[O:27].[NH2:35][CH2:36][C:37]#[N:38].C(=O)([O-])[O-]>O1CCOCC1.N1C=CC=CC=1>[Cl:17][C:14]1[CH:15]=[CH:16][C:10]2[CH2:9][CH2:8][N:7]3[C:12](=[C:3]([CH2:2][NH:38][CH2:37][C:36]#[N:35])[CH:4]=[C:5]([C:19]4[CH:20]=[CH:21][CH:22]=[CH:23][CH:24]=4)[C:6]3=[O:18])[C:11]=2[CH:13]=1.[Cl:17][C:14]1[CH:15]=[CH:16][C:10]2[CH2:9][CH2:8][N:7]3[C:12](=[C:3]([CH2:2][O:1][C:26](=[O:27])[NH:38][CH2:37][C:36]#[N:35])[CH:4]=[C:5]([C:19]4[CH:24]=[CH:23][CH:22]=[CH:21][CH:20]=4)[C:6]3=[O:18])[C:11]=2[CH:13]=1. Reported procedure: A suspension of 0.676 g of 6,7-dihydro-1-(hydroxymethyl)-3-phenyl-10-chloro-4H-benzo[a]quinolizine-4-one in 18 ml of dioxane was treated with 0.6 ml of phenyl chloroformate and 0.42 ml of pyridine and stirred at room temperature for 3 hours. 1.03 g of aminoacetonitrile were then added and the mixture was stirred at 100° until carbonate was no longer present according to thin-layer chromatography. After evaporation, the residue was taken up in chloroform, washed twice with water and saturated sod...